From a dataset of the Open Reaction Database (ORD), a public repository of structured organic reaction records. describe an organic reaction: reactants, conditions, products, and yield Reactants: [Al], COC(=O)Cc1cccc(C#N)c1, O=CO, [Ni]. Product: COC(=O)Cc1cccc(C=O)c1. As a reaction SMILES: [Al:18].[CH3:1][O:2][C:3]([CH2:4][c:5]1[cH:6][c:7]([C:11]#[N:12])[cH:8][cH:9][cH:10]1)=[O:13].[CH:14](=[O:15])[OH:16].[Ni:17]>>[CH3:1][O:2][C:3]([CH2:4][c:5]1[cH:6][c:7]([CH:11]=[O:15])[cH:8][cH:9][cH:10]1)=[O:13].